From a dataset of the Open Reaction Database (ORD), a public repository of structured organic reaction records. describe an organic reaction: reactants, conditions, products, and yield The reactants are C(#N)[C@H](C)NC(OC(C)(C)C)=O ((S)-tert-butyl 1-cyanoethylcarbamate), COC=1C=C(OC2=CC=C(C(=O)O)C=C2)C=CC1 (4-(3-methoxyphenoxy)benzoic acid). The product is C(#N)[C@H](C)NC(C1=CC=C(C=C1)OC1=CC(=CC=C1)OC)=O ((S)—N-(1-cyanoethyl)-4-(3-methoxyphenoxy)benzamide). Yield: 46.8%. RXN SMILES: [C:1]([C@@H:3]([NH:5][C:6](=[O:12])OC(C)(C)C)[CH3:4])#[N:2].[CH3:13][O:14][C:15]1[CH:16]=[C:17]([CH:28]=[CH:29][CH:30]=1)[O:18][C:19]1[CH:27]=[CH:26][C:22](C(O)=O)=[CH:21][CH:20]=1>>[C:1]([C@@H:3]([NH:5][C:6](=[O:12])[C:22]1[CH:21]=[CH:20][C:19]([O:18][C:17]2[CH:28]=[CH:29][CH:30]=[C:15]([O:14][CH3:13])[CH:16]=2)=[CH:27][CH:26]=1)[CH3:4])#[N:2]. Procedure: General procedure D was used to deprotect 0.62 mmols of 4 and immediately coupled to 0.62 mmols of 28 using general procedure F. After flash chromatography, 0.29 mmols (0.087 g) of the title product was recovered. 1H NMR (500 MHz, CDCl3) δ 7.77 (d, J=8.9, 2H), 7.27 (dd, J=6.7, 9.6, 1H), 7.00 (d, J=8.9, 2H), 6.83 (d, J=8.0, 1H), 6.73 (dd, J=2.4, 8.3, 1H), 6.64-6.55 (m, 2H), 5.13 (dq, J=7.2, 14.5, 1H), 3.78 (s, 3H), 1.65 (d, J=7.2, 3H). 13C NMR (126 MHz, CDCl3) δ 166.03, 161.07, 156.72, 130.44, 12... Starting materials: [BH4-].[Na+] (sodium borohydride), O[C@@H]1[C@H](NC=2C=3N(C=C(C2C1=O)COC)C(=C(N3)C)C)C3=CC=CC=C3 ((8R, 9R)-8-hydroxy-6-methoxymethyl-2,3-dimethyl-9-phenyl-7,8,9,10-tetrahydroimidazo[1 ,2-h][1,7]naphthyridin-7-one). The solvent is CO (methanol). Conditions: time 2 hour. The product is O[C@@H]1[C@@H]([C@H](NC=2C=3N(C=C(C12)COC)C(=C(N3)C)C)C3=CC=CC=C3)O ((7S,8R,9R)-7,8-Dihydroxy-6-methoxymethyl-2,3-dimethyl-9-phenyl-7,8,9,10-tetrahydroimidazo[1,2-h][1,7]naphthyridine). Isolated yield 19.9%. Reaction SMILES: [BH4-].[Na+].[OH:3][C@H:4]1[C:13](=[O:14])[C:12]2[C:11]([CH2:15][O:16][CH3:17])=[CH:10][N:9]3[C:18]([CH3:22])=[C:19]([CH3:21])[N:20]=[C:8]3[C:7]=2[NH:6][C@@H:5]1[C:23]1[CH:28]=[CH:27][CH:26]=[CH:25][CH:24]=1>CO>[OH:14][C@H:13]1[C:12]2[C:11]([CH2:15][O:16][CH3:17])=[CH:10][N:9]3[C:18]([CH3:22])=[C:19]([CH3:21])[N:20]=[C:8]3[C:7]=2[NH:6][C@H:5]([C:23]2[CH:24]=[CH:25][CH:26]=[CH:27][CH:28]=2)[C@H:4]1[OH:3] |f:0.1|. Reported procedure: At room temperature, 0.2 g of sodium borohydride are added in small portions to 0.4 g of (8R, 9R)-8-hydroxy-6-methoxymethyl-2,3-dimethyl-9-phenyl-7,8,9,10-tetrahydroimidazo[1 ,2-h][1,7]naphthyridin-7-one, dissolved in 20 ml of methanol, and the mixture is stirred at room temperature for 2 hours. The solvent is then removed under reduced pressure and the residue is admixed with water and extracted 3 times with methylene chloride. The organic phases are combined and concentrated to dryness in vacu... Starting materials: ClC1=C(C(=CC(=C1)N1N=CC(NC1=O)=O)Cl)C(C(=O)Cl)C1=CC=C(C=C1)Cl (2,6-dichloro-α-(4-chlorophenyl)-4-(4,5-dihydro-3,5-dioxo-1,2,4-triazin-2(3H)-yl)benzeneacetylchloride), N1CCCC1 (pyrrolidine). Run in C(C)#N (acetonitrile). Conditions: time 17 hour. The product is ClC1=CC=C(C=C1)C(C(=O)N1CCCC1)C1=C(C=C(C=C1Cl)N1N=CC(NC1=O)=O)Cl (1-[2-(4-chlorophenyl)-2-[2,6-dichloro-4-(4,5-dihydro-3,5-dioxo-1,2,4-triazin-2(3H)-yl)phenyl]acetyl]pyrrolidine). Isolated yield 36.2%. As a reaction SMILES: [Cl:1][C:2]1[CH:7]=[C:6]([N:8]2[C:13](=[O:14])[NH:12][C:11](=[O:15])[CH:10]=[N:9]2)[CH:5]=[C:4]([Cl:16])[C:3]=1[CH:17]([C:21]1[CH:26]=[CH:25][C:24]([Cl:27])=[CH:23][CH:22]=1)[C:18](Cl)=[O:19].[NH:28]1[CH2:32][CH2:31][CH2:30][CH2:29]1>C(#N)C>[Cl:27][C:24]1[CH:23]=[CH:22][C:21]([CH:17]([C:3]2[C:2]([Cl:1])=[CH:7][C:6]([N:8]3[C:13](=[O:14])[NH:12][C:11](=[O:15])[CH:10]=[N:9]3)=[CH:5][C:4]=2[Cl:16])[C:18]([N:28]2[CH2:32][CH2:31][CH2:30][CH2:29]2)=[O:19])=[CH:26][CH:25]=1. Reported procedure: A mixture of 2.28 parts of 2,6-dichloro-α-(4-chlorophenyl)-4-(4,5-dihydro-3,5-dioxo-1,2,4-triazin-2(3H)-yl)benzeneacetylchloride, 4.5 parts of pyrrolidine and 40 parts of acetonitrile was stirred for 17 hours at room temperature. After evaporation in vacuo, the residue was taken up in water and the mixture was acidified with hydrochloric acid. The product was extracted with trichloromethane. The extract was dried, filtered and evaporated. The residue was purified by column chromatography over si... Reactants: ClC1=NC(=CC(=N1)OC1=CC=CC2=C1N=C(S2)NC(C)=O)C2=CC=C(C=C2)C(F)(F)F (N-{4-[2-chloro-6-(4-trifluoromethyl-phenyl)-pyrimidin-4-yloxy]-benzo[d]thiazol-2-yl}-acetamide), FC1=CC=C(C(C)O)C=C1 (4-fluoro-α-methylbenzyl-alcohol), C(=O)([O-])[O-].[K+].[K+] (K2CO3), CS(=O)O[Na] (MeSO2Na). Yields the product FC1=CC=C(C=C1)C(C)OC1=NC(=CC(=N1)OC1=CC=CC2=C1N=C(S2)NC(C)=O)C2=CC=C(C=C2)C(F)(F)F (N-(4-(2-(1-(4-Fluorophenyl)ethoxy)-6-(4-(trifluoromethyl)phenyl)pyrimidin-4-yloxy)benzo[d]thiazol-2-yl)acetamide). RXN SMILES: Cl[C:2]1[N:7]=[C:6]([O:8][C:9]2[C:14]3[N:15]=[C:16]([NH:18][C:19](=[O:21])[CH3:20])[S:17][C:13]=3[CH:12]=[CH:11][CH:10]=2)[CH:5]=[C:4]([C:22]2[CH:27]=[CH:26][C:25]([C:28]([F:31])([F:30])[F:29])=[CH:24][CH:23]=2)[N:3]=1.[F:32][C:33]1[CH:41]=[CH:40][C:36]([CH:37]([OH:39])[CH3:38])=[CH:35][CH:34]=1.C([O-])([O-])=O.[K+].[K+].CS(O[Na])=O>CN(C=O)C.O.CCOC(C)=O>[F:32][C:33]1[CH:41]=[CH:40][C:36]([CH:37]([O:39][C:2]2[N:7]=[C:6]([O:8][C:9]3[C:14]4[N:15]=[C:16]([NH:18][C:19](=[O:21])[CH3:20])[S:17][C:13]=4[CH:12]=[CH:11][CH:10]=3)[CH:5]=[C:4]([C:22]3[CH:27]=[CH:26][C:25]([C:28]([F:31])([F:30])[F:29])=[CH:24][CH:23]=3)[N:3]=2)[CH3:38])=[CH:35][CH:34]=1 |f:2.3.4|. Reported procedure: A mixture of N-{4-[2-chloro-6-(4-trifluoromethyl-phenyl)-pyrimidin-4-yloxy]-benzo[d]thiazol-2-yl}-acetamide (465 mg, 1.0 mmol, Example 7(d)), 4-fluoro-α-methylbenzyl-alcohol (140 mg, 1 mmol, Aldrich), K2CO3 (207 mg, 1.5 mmol) and 85% MeSO2Na (30 mg, 0.25 mmol, Aldrich) in DMF (50 mL) was heated at 120° C. with stirring for 5 h. The reaction mixture was allowed to reach room temperature and was diluted with water (50 mL), and exacted with EtOAc (2×50 mL). The organic phase was washed with brine (... Run at temperature 120 celsius, time 5 hour. Run in CN(C)C=O (DMF), CCOC(=O)C (EtOAc), O (water). The reactants are FC(CO[C@@H]1CN(CC[C@@H]1N)C(C(F)(F)F)=O)F (cis(±)-3-(2,2-Difluoroethoxy)-1-(trifluoroacetyl)piperidin-4-amine), C=1C=CC2=C(C1)N=NN2O (HOBt), ClC=1N=C(NC1CC)C(=O)O (4-chloro-5-ethyl-1H-imidazole 2-carboxylic acid), CCN=C=NCCCN(C)C.Cl (WSC hydrochloride). Solvent: ClCCl (dichloromethane), CC(=O)N(C)C (DMA). Product: ClC=1N=C(NC1CC)C(=O)N[C@@H]1[C@@H](CN(CC1)C(C(F)(F)F)=O)OCC(F)F (cis(±)-4-Chloro-N-{3-(2,2-difluoroethoxy)-1-(trifluoroacetyl)piperidin-4-yl}-5-ethyl-1H-imidazole-2-carboxamide). The yield is 66.3%. RXN SMILES: [F:1][CH:2]([F:18])[CH2:3][O:4][C@H:5]1[C@@H:10]([NH2:11])[CH2:9][CH2:8][N:7]([C:12](=[O:17])[C:13]([F:16])([F:15])[F:14])[CH2:6]1.[Cl:19][C:20]1[N:21]=[C:22]([C:27](O)=[O:28])[NH:23][C:24]=1[CH2:25][CH3:26].CCN=C=NCCCN(C)C.Cl.C1C=CC2N(O)N=NC=2C=1>ClCCl.CC(N(C)C)=O>[Cl:19][C:20]1[N:21]=[C:22]([C:27]([NH:11][C@H:10]2[CH2:9][CH2:8][N:7]([C:12](=[O:17])[C:13]([F:16])([F:14])[F:15])[CH2:6][C@H:5]2[O:4][CH2:3][CH:2]([F:1])[F:18])=[O:28])[NH:23][C:24]=1[CH2:25][CH3:26] |f:2.3|. Procedure details: The same operation as in Example (106d) was performed using cis(±)-3-(2,2-difluoroethoxy)-1-(trifluoroacetyl)piperidin-4-amine obtained in Example (121e) (0.79 g, 2.86 mmol), 4-chloro-5-ethyl-1H-imidazole 2-carboxylic acid (85% content, 0.62 g, 3 mmol), WSC hydrochloride (1.15 g, 6 mmol), HOBt (0.61 g, 4.5 mmol), DMA (15 mL) and dichloromethane (15 mL). The resulting residue was purified by silica gel column chromatography (elution solvent: ethyl acetate/hexane=1/4, 2/3, 3/2, 4/1) to obtain 0.82... The reactants are C(C1=CC=CC=C1)OC1=CC=C(C2=C1NC(CO2)=O)C(C(O)O)=O (5-benzyloxy-8-(2,2-dihydroxy-acetyl)-4H-benzo[1,4]oxazin-3-one), CC1=C(OCC2(CC2)N)C(=CC=C1)C (1-(2,6-dimethyl-phenoxymethyl)-cyclopropylamine), FC(C(=O)[O-])(F)F (trifluoroacetate). Product: CC1=C(OCC2(CC2)NCC(O)C2=CC=C(C=3NC(COC32)=O)O)C(=CC=C1)C (8-{2-[1-(2,6-dimethyl-phenoxymethyl)-cyclopropylamino]-1-hydroxy-ethyl}-5-hydroxy-4H-benzo[1,4]oxazin-3-one). As a reaction SMILES: C([O:8][C:9]1[C:14]2[NH:15][C:16](=[O:19])[CH2:17][O:18][C:13]=2[C:12]([C:20](=[O:24])[CH:21](O)O)=[CH:11][CH:10]=1)C1C=CC=CC=1.[CH3:25][C:26]1[CH:37]=[CH:36][CH:35]=[C:34]([CH3:38])[C:27]=1[O:28][CH2:29][C:30]1([NH2:33])[CH2:32][CH2:31]1.FC(F)(F)C([O-])=O>>[CH3:25][C:26]1[CH:37]=[CH:36][CH:35]=[C:34]([CH3:38])[C:27]=1[O:28][CH2:29][C:30]1([NH:33][CH2:21][CH:20]([C:12]2[C:13]3[O:18][CH2:17][C:16](=[O:19])[NH:15][C:14]=3[C:9]([OH:8])=[CH:10][CH:11]=2)[OH:24])[CH2:32][CH2:31]1. Procedure: Prepared according to general method 3 from 329 mg (1 mmol) 5-benzyloxy-8-(2,2-dihydroxy-acetyl)-4H-benzo[1,4]oxazin-3-one and 191 mg (1 mmol) 1-(2,6-dimethyl-phenoxymethyl)-cyclopropylamine. Yield: 194 mg (49%, trifluoroacetate); mass spectroscopy: [M+H]+=399. Starting materials: [K+], [K+], Nc1c(Nc2cccnc2)c(=O)c1=O, O=C([O-])[O-], CCC(CC)(CCC#N)C(NC(=O)c1ccc(Cl)cc1)n1nnc2ccccc21. The product is CCC(CC)(CCC#N)C(NC(=O)c1ccc(Cl)cc1)Nc1c(Nc2cccnc2)c(=O)c1=O. RXN SMILES: [K+:44].[K+:45].[NH2:1][c:2]1[c:3](=[O:14])[c:4](=[O:13])[c:5]1[NH:6][c:7]1[cH:8][n:9][cH:10][cH:11][cH:12]1.[O-:46][C:47]([O-:48])=[O:49].[n:15]1([CH:24]([C:25]([CH2:26][CH2:27][C:28]#[N:29])([CH2:30][CH3:31])[CH2:32][CH3:33])[NH:34][C:35]([c:36]2[cH:37][cH:38][c:39]([Cl:42])[cH:40][cH:41]2)=[O:43])[c:16]2[cH:17][cH:18][cH:19][cH:20][c:21]2[n:22][n:23]1>>[NH:1]([c:2]1[c:3](=[O:14])[c:4](=[O:13])[c:5]1[NH:6][c:7]1[cH:8][n:9][cH:10][cH:11][cH:12]1)[CH:24]([C:25]([CH2:26][CH2:27][C:28]#[N:29])([CH2:30][CH3:31])[CH2:32][CH3:33])[NH:34][C:35]([c:36]1[cH:37][cH:38][c:39]([Cl:42])[cH:40][cH:41]1)=[O:43]. The reactants are C(CCCCCCCCC)OC1=CC=C(C(=O)OC2=CC=C(C(=O)OCC3=CC=CC=C3)C=C2)C=C1 (benzyl 4-(4'-decyloxybenzoyloxy)benzoate). The reagents and catalysts are [Pd] (Pd/C). Run in C(C)(=O)OCC (ethyl acetate). Product: C(CCCCCCCCC)OC1=CC=C(C(=O)OC2=CC=C(C(=O)O)C=C2)C=C1 (4-(4'-decyloxybenzoyloxy)benzoic acid). Reaction SMILES: [CH2:1]([O:11][C:12]1[CH:36]=[CH:35][C:15]([C:16]([O:18][C:19]2[CH:34]=[CH:33][C:22]([C:23]([O:25]CC3C=CC=CC=3)=[O:24])=[CH:21][CH:20]=2)=[O:17])=[CH:14][CH:13]=1)[CH2:2][CH2:3][CH2:4][CH2:5][CH2:6][CH2:7][CH2:8][CH2:9][CH3:10]>C(OCC)(=O)C.[Pd]>[CH2:1]([O:11][C:12]1[CH:36]=[CH:35][C:15]([C:16]([O:18][C:19]2[CH:34]=[CH:33][C:22]([C:23]([OH:25])=[O:24])=[CH:21][CH:20]=2)=[O:17])=[CH:14][CH:13]=1)[CH2:2][CH2:3][CH2:4][CH2:5][CH2:6][CH2:7][CH2:8][CH2:9][CH3:10]. Reported procedure: In 10 ml of pyridine was dissolved 2.3 g of benzyl p-hydroxybenzoate, a solution of 3 g of p-decyloxybenzoic acid chloride in 15 ml of pyridine was added to the above solution, and a reaction was carried out at room temperature overnight. The reaction liquid was put in ice-cooled dilute hydrochloric acid and the formed precipitate was recovered by filtration, dried and purified by the silica gel chromatography to obtain 4 g of benzyl 4-(4'-decyloxybenzoyloxy)benzoate. This ester was dissolved in...